Dataset: the Open Reaction Database (ORD), a public repository of structured organic reaction records. Task: describe an organic reaction: reactants, conditions, products, and yield Reactants: CCOC(=O)c1ccc(Br)s1, OB(O)c1ccc(Cl)cc1, [Na+], O=C([O-])O, CN(C)C=O, c1ccc(P(c2ccccc2)(c2ccccc2)[Pd](P(c2ccccc2)(c2ccccc2)c2ccccc2)(P(c2ccccc2)(c2ccccc2)c2ccccc2)P(c2ccccc2)(c2ccccc2)c2ccccc2)cc1. The product is CCOC(=O)c1ccc(-c2ccc(Cl)cc2)s1. As a reaction SMILES: [Br:1][c:2]1[cH:3][cH:4][c:5]([C:7](=[O:8])[O:9][CH2:10][CH3:11])[s:6]1.[Cl:12][c:13]1[cH:14][cH:15][c:16]([B:19]([OH:20])[OH:21])[cH:17][cH:18]1.[Na+:31].[O-:27][C:28]([OH:29])=[O:30].[O:22]=[CH:23][N:24]([CH3:25])[CH3:26].[cH:32]1[cH:33][cH:34][c:35]([P:36]([Pd:37]([P:38]([c:39]2[cH:40][cH:41][cH:42][cH:43][cH:44]2)([c:45]2[cH:46][cH:47][cH:48][cH:49][cH:50]2)[c:51]2[cH:52][cH:53][cH:54][cH:55][cH:56]2)([P:57]([c:58]2[cH:59][cH:60][cH:61][cH:62][cH:63]2)([c:64]2[cH:65][cH:66][cH:67][cH:68][cH:69]2)[c:70]2[cH:71][cH:72][cH:73][cH:74][cH:75]2)[P:76]([c:77]2[cH:78][cH:79][cH:80][cH:81][cH:82]2)([c:83]2[cH:84][cH:85][cH:86][cH:87][cH:88]2)[c:89]2[cH:90][cH:91][cH:92][cH:93][cH:94]2)([c:95]2[cH:96][cH:97][cH:98][cH:99][cH:100]2)[c:101]2[cH:102][cH:103][cH:104][cH:105][cH:106]2)[cH:107][cH:108]1>>[c:2]1(-[c:16]2[cH:15][cH:14][c:13]([Cl:12])[cH:18][cH:17]2)[cH:3][cH:4][c:5]([C:7](=[O:8])[O:9][CH2:10][CH3:11])[s:6]1. The reactants are O=C1OCCC1Br, O=C([O-])[O-], COC(=O)c1cc(Cl)c(NC(C)=O)cc1O, CN(C)C=O, [K+], [K+]. As a reaction SMILES: [Br:23][CH:24]1[C:25](=[O:26])[O:27][CH2:28][CH2:29]1.[C:17](=[O:18])([O-:19])[O-:20].[C:1]([CH3:2])(=[O:3])[NH:4][c:5]1[cH:6][c:7]([OH:16])[c:8]([C:9](=[O:10])[O:11][CH3:12])[cH:13][c:14]1[Cl:15].[CH3:30][N:31]([CH3:32])[CH:33]=[O:34].[K+:21].[K+:22]>>[C:1]([CH3:2])(=[O:3])[NH:4][c:5]1[cH:6][c:7]([O:16][CH:24]2[C:25](=[O:26])[O:27][CH2:28][CH2:29]2)[c:8]([C:9](=[O:10])[O:11][CH3:12])[cH:13][c:14]1[Cl:15]. Product: COC(=O)c1cc(Cl)c(NC(C)=O)cc1OC1CCOC1=O. Starting materials: Cc1cc(-n2ncc(C=CCN3CCN(c4cc(F)cc(F)c4)CC3)c2C)nc(O)n1, O=P(Cl)(Cl)Cl. The product is Cc1cc(-n2ncc(C=CCN3CCN(c4cc(F)cc(F)c4)CC3)c2C)nc(Cl)n1. RXN SMILES: [F:1][c:2]1[cH:3][c:4]([N:9]2[CH2:10][CH2:11][N:12]([CH2:15][CH:16]=[CH:17][c:18]3[cH:19][n:20][n:21](-[c:24]4[n:25][c:26]([OH:31])[n:27][c:28]([CH3:30])[cH:29]4)[c:22]3[CH3:23])[CH2:13][CH2:14]2)[cH:5][c:6]([F:8])[cH:7]1.[P:32]([Cl:33])([Cl:34])([Cl:35])=[O:36]>>[F:1][c:2]1[cH:3][c:4]([N:9]2[CH2:10][CH2:11][N:12]([CH2:15][CH:16]=[CH:17][c:18]3[cH:19][n:20][n:21](-[c:24]4[n:25][c:26]([Cl:34])[n:27][c:28]([CH3:30])[cH:29]4)[c:22]3[CH3:23])[CH2:13][CH2:14]2)[cH:5][c:6]([F:8])[cH:7]1. Starting materials: CN1N=C(C=C1)NC1=NC=NC2=CC=C(C=C12)O (4-[(1-methyl-1H-pyrazol-3-yl)amino]quinazolin-6-ol), O1C(OCC1)CCOC=1C=C(C(=NC1)F)F (5-[2-(1,3-dioxolan-2-yl)ethoxy]-2,3-difluoropyridine), CS(=O)(=O)OC1CN(C1)C(=O)OC(C)(C)C (tert-butyl 3-[(methylsulfonyl)oxy]azetidine-1-carboxylate). Yields the product C(C)N1CC(C1)OC=1C=C(C(=NC1)OC=1C=C2C(=NC=NC2=CC1)NC1=NN(C=C1)C)F (6-({5-[(1-ethylazetidin-3-yl)oxy]-3-fluoropyridin-2-yl}oxy)-N-(1-methyl-1H-pyrazol-3-yl)quinazoline-4-amine). As a reaction SMILES: [CH3:1][N:2]1[CH:6]=[CH:5][C:4]([NH:7][C:8]2[C:17]3[C:12](=[CH:13][CH:14]=[C:15]([OH:18])[CH:16]=3)[N:11]=[CH:10][N:9]=2)=[N:3]1.O1CCOC1[CH2:24][CH2:25][O:26][C:27]1[CH:28]=[C:29]([F:34])[C:30](F)=[N:31][CH:32]=1.CS(O[CH:40]1[CH2:43][N:42](C(OC(C)(C)C)=O)[CH2:41]1)(=O)=O>>[CH2:41]([N:42]1[CH2:24][CH:25]([O:26][C:27]2[CH:28]=[C:29]([F:34])[C:30]([O:18][C:15]3[CH:16]=[C:17]4[C:12](=[CH:13][CH:14]=3)[N:11]=[CH:10][N:9]=[C:8]4[NH:7][C:4]3[CH:5]=[CH:6][N:2]([CH3:1])[N:3]=3)=[N:31][CH:32]=2)[CH2:43]1)[CH3:40]. Reported procedure: Using 4-[(1-methyl-1H-pyrazol-3-yl)amino]quinazolin-6-ol, 5-[2-(1,3-dioxolan-2-yl)ethoxy]-2,3-difluoropyridine and tert-butyl 3-[(methylsulfonyl)oxy]azetidine-1-carboxylate, and in the same manner as in Example 6-5) or according to a method similar to it or according to a combination thereof with an ordinary method, 6-({5-[(1-ethylazetidin-3-yl)oxy]-3-fluoropyridin-2-yl}oxy)-N-(1-methyl-1H-pyrazol-3-yl)quinazoline-4-amine was obtained. Reactants: C1CCOC1, COS(=O)(=O)OC, C[Si](C)(C)[N-][Si](C)(C)C, [Li+], C[Si](C)(C)CCOCn1nc(C=Cc2ccccc2)c2ccc(Nc3cccc([N+](=O)[O-])c3)cc21. Product: CN(c1cccc([N+](=O)[O-])c1)c1ccc2c(C=Cc3ccccc3)nn(COCC[Si](C)(C)C)c2c1. RXN SMILES: [CH2:53]1[O:54][CH2:55][CH2:56][CH2:57]1.[CH3:36][O:37][S:38]([O:39][CH3:40])(=[O:41])=[O:42].[CH3:44][Si:45]([N-:46][Si:47]([CH3:48])([CH3:49])[CH3:50])([CH3:51])[CH3:52].[Li+:43].[N+:1](=[O:2])([O-:3])[c:4]1[cH:5][c:6]([NH:10][c:11]2[cH:12][cH:13][c:14]3[c:15]([CH:28]=[CH:29][c:30]4[cH:31][cH:32][cH:33][cH:34][cH:35]4)[n:16][n:17]([CH2:20][O:21][CH2:22][CH2:23][Si:24]([CH3:25])([CH3:26])[CH3:27])[c:18]3[cH:19]2)[cH:7][cH:8][cH:9]1>>[N+:1](=[O:2])([O-:3])[c:4]1[cH:5][c:6]([N:10]([c:11]2[cH:12][cH:13][c:14]3[c:15]([CH:28]=[CH:29][c:30]4[cH:31][cH:32][cH:33][cH:34][cH:35]4)[n:16][n:17]([CH2:20][O:21][CH2:22][CH2:23][Si:24]([CH3:25])([CH3:26])[CH3:27])[c:18]3[cH:19]2)[CH3:36])[cH:7][cH:8][cH:9]1. The reactants are N1C=CC=C1 (Pyrrole), FC(C(C(C=O)(F)F)(F)F)(F)F (heptafluorobutyraldehyde), hydrate. Run in O1CCCC1 (tetrahydrofuran). The product is N1C(=CC=C1)C(C(C(C(F)(F)F)(F)F)(F)F)C=1NC=CC1 (bis-(pyrrol-2-yl) heptafluoroprop-1-ylmethane). Reaction SMILES: [NH:1]1[CH:5]=[CH:4][CH:3]=[CH:2]1.[F:6][C:7]([F:17])([F:16])[C:8]([F:15])([F:14])[C:9]([F:13])([F:12])[CH:10]=O>O1CCCC1>[NH:1]1[CH:5]=[CH:4][CH:3]=[C:2]1[CH:10]([C:2]1[NH:1][CH:5]=[CH:4][CH:3]=1)[C:9]([F:13])([F:12])[C:8]([F:15])([F:14])[C:7]([F:17])([F:16])[F:6]. Reported procedure: Pyrrole (2; 50mmol) and heptafluorobutyraldehyde (7; R=CF3CF2, as the hydrate, 25 mmol) were condensed in tetrahydrofuran in the presence of acid catalyst as described above to give bis-(pyrrol-2-yl) heptafluoroprop-1-ylmethane (8; R=CF3CF2) in >50% isolated yield. GCMS m/z; 314 (M+, 22%), 145 (100%); 1H NMR (δ, CDCl3 at 7.24); 4.92 (t, 1H), 6.22 (d, 4H), 6.75 (s, 2H), 8.07 (bs, 2H). The reactants are CO (methanol), C(C)C=1N(C2=C(C(=NC=3C=C(C=CC23)C=CS(=O)(=O)C)N)N1)CC1CCOCC1 (2-ethyl-7-[2-(methylsulfonyl)ethenyl]-1-(tetrahydro-2H-pyran-4-ylmethyl)-1H-imidazo[4,5-c]quinolin-4-amine). The reagents and catalysts are [Pd] (palladium on carbon). Run in C(C)O (ethanol). Reaction conditions: temperature 50 celsius, time 18 hour. Product: O1CCC(CC1)CN1C=NC=2C(=NC=3C=CC=CC3C21)N (1-(tetrahydro-2H-pyran-4-ylmethyl)-1H-imidazo[4,5-c]quinolin-4-amine). Reaction SMILES: CO.C([C:5]1[N:6]([CH2:25][CH:26]2[CH2:31][CH2:30][O:29][CH2:28][CH2:27]2)[C:7]2[C:16]3[CH:15]=[CH:14][C:13](C=CS(C)(=O)=O)=[CH:12][C:11]=3[N:10]=[C:9]([NH2:23])[C:8]=2[N:24]=1)C>[Pd].C(O)C>[O:29]1[CH2:30][CH2:31][CH:26]([CH2:25][N:6]2[C:7]3[C:16]4[CH:15]=[CH:14][CH:13]=[CH:12][C:11]=4[N:10]=[C:9]([NH2:23])[C:8]=3[N:24]=[CH:5]2)[CH2:27][CH2:28]1. Reported procedure: A glass Parr vessel was charged with 10% palladium on carbon (0.2 g), methanol (25 mL), ethanol (25 mL) and 2-ethyl-7-[2-(methylsulfonyl)ethenyl]-1-(tetrahydro-2H-pyran-4-ylmethyl)-1H-imidazo[4,5-c]quinolin-4-amine (315 mg, 0.76 mmol). The vessel was evacuated and charged with hydrogen gas (40 psi, 2.8×105 Pa). The reaction was shaken at 50° C. for approximately 18 hours and then cooled to ambient temperature. The reaction mixture was sequentially filtered, concentrated under reduced pressure, a... Reactants: CCCCc1nc(C)c(Br)c(=O)n1Cc1ccc(-c2ccccc2C#N)cc1, C=C[Sn](CCCC)(CCCC)CCCC, CN(C)C=O, CCOC(C)=O, [Cl-], [F-], [K+], [Li+]. Product: C=Cc1c(C)nc(CCCC)n(Cc2ccc(-c3ccccc3C#N)cc2)c1=O. As a reaction SMILES: [Br:1][c:2]1[c:3]([CH3:28])[n:4][c:5]([CH2:24][CH2:25][CH2:26][CH3:27])[n:6]([CH2:9][c:10]2[cH:11][cH:12][c:13](-[c:16]3[c:17]([C:22]#[N:23])[cH:18][cH:19][cH:20][cH:21]3)[cH:14][cH:15]2)[c:7]1=[O:8].[CH2:29]([CH2:30][CH2:42][CH3:43])[Sn:31]([CH2:32][CH2:33][CH2:34][CH3:35])([CH2:36][CH2:37][CH2:38][CH3:39])[CH:40]=[CH2:41].[CH3:46][N:47]([CH3:48])[CH:49]=[O:50].[CH3:51][CH2:52][O:53][C:54](=[O:55])[CH3:56].[Cl-:45].[F-:57].[K+:58].[Li+:44]>>[c:2]1([CH:29]=[CH2:30])[c:3]([CH3:28])[n:4][c:5]([CH2:24][CH2:25][CH2:26][CH3:27])[n:6]([CH2:9][c:10]2[cH:11][cH:12][c:13](-[c:16]3[c:17]([C:22]#[N:23])[cH:18][cH:19][cH:20][cH:21]3)[cH:14][cH:15]2)[c:7]1=[O:8].